From a dataset of the Open Reaction Database (ORD), a public repository of structured organic reaction records. describe an organic reaction: reactants, conditions, products, and yield Starting materials: Cc1cc(COc2ccc(C(O)C(CC3CCN(C(=O)OC(C)(C)C)CC3)C(=O)NO)cc2)c2ccccc2n1, ClCCl, O=C(O)C(F)(F)F. Yields the product Cc1cc(COc2ccc(C(O)C(CC3CCNCC3)C(=O)NO)cc2)c2ccccc2n1. Reaction SMILES: [C:1]([O:2][C:3](=[O:4])[N:8]1[CH2:9][CH2:10][CH:11]([CH2:14][CH:15]([CH:16]([c:17]2[cH:18][cH:19][c:20]([O:23][CH2:24][c:25]3[cH:26][c:27]([CH3:35])[n:28][c:29]4[cH:30][cH:31][cH:32][cH:33][c:34]34)[cH:21][cH:22]2)[OH:36])[C:37]([NH:38][OH:39])=[O:40])[CH2:12][CH2:13]1)([CH3:5])([CH3:6])[CH3:7].[CH2:48]([Cl:49])[Cl:50].[F:41][C:42]([F:43])([F:44])[C:45]([OH:46])=[O:47]>>[NH:8]1[CH2:9][CH2:10][CH:11]([CH2:14][CH:15]([CH:16]([c:17]2[cH:18][cH:19][c:20]([O:23][CH2:24][c:25]3[cH:26][c:27]([CH3:35])[n:28][c:29]4[cH:30][cH:31][cH:32][cH:33][c:34]34)[cH:21][cH:22]2)[OH:36])[C:37]([NH:38][OH:39])=[O:40])[CH2:12][CH2:13]1. Reactants: Cc1c(C)c2c(c(C)c1N)CC(C)(CBr)O2, O=c1[nH]c2ccccc2n1C1CCNCC1, Cc1ccccc1C. The product is Cc1c(C)c2c(c(C)c1N)CC(C)(CN1CCC(n3c(=O)[nH]c4ccccc43)CC1)O2. Reaction SMILES: [Br:1][CH2:2][C:3]1([CH3:16])[O:4][c:5]2[c:6]([c:8]([CH3:15])[c:9]([NH2:14])[c:10]([CH3:13])[c:11]2[CH3:12])[CH2:7]1.[O:17]=[c:18]1[nH:19][c:20]2[c:21]([n:22]1[CH:23]1[CH2:24][CH2:25][NH:26][CH2:27][CH2:28]1)[cH:29][cH:30][cH:31][cH:32]2.[c:33]1([CH3:34])[c:35]([CH3:36])[cH:37][cH:38][cH:39][cH:40]1>>[CH2:2]([C:3]1([CH3:16])[O:4][c:5]2[c:6]([c:8]([CH3:15])[c:9]([NH2:14])[c:10]([CH3:13])[c:11]2[CH3:12])[CH2:7]1)[N:26]1[CH2:25][CH2:24][CH:23]([n:22]2[c:18](=[O:17])[nH:19][c:20]3[c:21]2[cH:29][cH:30][cH:31][cH:32]3)[CH2:28][CH2:27]1. Starting materials: CN1CCOCC1, COc1c(Cl)nc(Cl)nc1Cl, c1ccccc1. The product is COc1c(Cl)nc(N2CCOCC2)nc1Cl. As a reaction SMILES: [CH3:12][N:13]1[CH2:14][CH2:15][O:16][CH2:17][CH2:18]1.[CH3:1][O:2][c:3]1[c:4]([Cl:11])[n:5][c:6]([Cl:10])[n:7][c:8]1[Cl:9].[cH:19]1[cH:20][cH:21][cH:22][cH:23][cH:24]1>>[CH3:1][O:2][c:3]1[c:4]([Cl:11])[n:5][c:6]([N:13]2[CH2:14][CH2:15][O:16][CH2:17][CH2:18]2)[n:7][c:8]1[Cl:9]. Starting materials: CC(Cl)c1cccnc1, CN(C)C(=O)c1ccccc1OC1CCNCC1. The reagents and catalysts are O=C([O-])[O-].[Cs+].[Cs+] (cesium carbonate), [I-].[K+] (potassium iodide). The solvent is CN(C)C=O (DMF), CN(C)C=O (dmf), CN(C)C=O (DMF). Conditions: temperature 70 celsius, time 16 hour. Product: CC(c1cccnc1)N1CCC(Oc2ccccc2C(=O)N(C)C)CC1. Run in CN(C(C)=O)C (N,N-dimethylacetamide). Reaction SMILES: [CH3:1][O:2][C:3]1[CH:4]=[CH:5][C:6]([N+:24]([O-])=O)=[C:7]([NH:9][S:10]([C:13]2[CH:23]=[CH:22][C:16]([O:17][CH2:18][C:19]([NH2:21])=[O:20])=[CH:15][CH:14]=2)(=[O:12])=[O:11])[CH:8]=1.[H][H]>CN(C)C(=O)C.[Pt](=O)=O>[NH2:24][C:6]1[CH:5]=[CH:4][C:3]([O:2][CH3:1])=[CH:8][C:7]=1[NH:9][S:10]([C:13]1[CH:23]=[CH:22][C:16]([O:17][CH2:18][C:19]([NH2:21])=[O:20])=[CH:15][CH:14]=1)(=[O:12])=[O:11]. Starting materials: COC=1C=CC(=C(C1)NS(=O)(=O)C1=CC=C(OCC(=O)N)C=C1)[N+](=O)[O-] (2-(4-{[(5-methoxy-2-nitrophenyl)amino]sulfonyl}phenoxy)acetamide), [H][H] (hydrogen). Isolated yield 93.0%. Procedure: 2-(4-{[(5-methoxy-2-nitrophenyl)amino]sulfonyl}phenoxy)acetamide (Intermediate A60, 2.0 g, 0.0052 mol) was hydrogenated in N,N-dimethylacetamide with platinum(IV)oxide catalyst (0.2 g) until hydrogen uptake ceased. The catalyst was removed by filtration and the resulting mixture was concentrated under reduced pressure. The resulting solid was triturated with ethyl acetate to give 1.7 g (93%) of the title compound, “amine sulfonamide”. The product is NC1=C(C=C(C=C1)OC)NS(=O)(=O)C1=CC=C(OCC(=O)N)C=C1 (2-(4-{[(2-Amino-5-methoxyphenyl)amino]sulfonyl}phenoxy)acetamide). The reagents and catalysts are [Pt](=O)=O (platinum(IV)oxide).